This data is from the Open Reaction Database (ORD), a public repository of structured organic reaction records. The task is: describe an organic reaction: reactants, conditions, products, and yield The reactants are CC(=O)[O-], CO, CCOC(=O)C1C(=O)CCC1C, [NH4+]. Product: CCOC(=O)C1=C(N)CCC1C. Reaction SMILES: [CH3:14][C:15](=[O:16])[O-:17].[CH3:18][OH:19].[CH3:1][CH:2]1[CH:3]([C:8](=[O:9])[O:10][CH2:11][CH3:12])[C:4](=[O:7])[CH2:5][CH2:6]1.[NH4+:13]>>[CH3:1][CH:2]1[C:3]([C:8](=[O:9])[O:10][CH2:11][CH3:12])=[C:4]([NH2:13])[CH2:5][CH2:6]1. The reactants are O (water), [H-].[Na+] (Sodium hydride), OC1=CC=C(CN2C=C(C(=C2)C2=CC=CC=C2)CCC(=O)OCC)C=C1 (ethyl 3-[1-(4-hydroxybenzyl)-4-phenyl-3-pyrrolyl]propionate), ClCC=1N=C(SC1)C=1OC=CC1 (4-Chloromethyl-2-(2-furyl)thiazole). Run in CN(C=O)C (N,N-dimethylformamide). Reaction conditions: time 15 minute. Yields the product O1C(=CC=C1)C=1SC=C(N1)COC1=CC=C(CN2C=C(C(=C2)C2=CC=CC=C2)CCC(=O)OCC)C=C1 (ethyl 3-[1-[4-[2-(2-furyl)-4-thiazolylmethoxy]benzyl]-4-phenyl-3-pyrrolyl]propionate). The yield is 83.8%. RXN SMILES: [H-].[Na+].[OH:3][C:4]1[CH:28]=[CH:27][C:7]([CH2:8][N:9]2[CH:13]=[C:12]([C:14]3[CH:19]=[CH:18][CH:17]=[CH:16][CH:15]=3)[C:11]([CH2:20][CH2:21][C:22]([O:24][CH2:25][CH3:26])=[O:23])=[CH:10]2)=[CH:6][CH:5]=1.Cl[CH2:30][C:31]1[N:32]=[C:33]([C:36]2[O:37][CH:38]=[CH:39][CH:40]=2)[S:34][CH:35]=1.O>CN(C)C=O>[O:37]1[CH:38]=[CH:39][CH:40]=[C:36]1[C:33]1[S:34][CH:35]=[C:31]([CH2:30][O:3][C:4]2[CH:28]=[CH:27][C:7]([CH2:8][N:9]3[CH:13]=[C:12]([C:14]4[CH:19]=[CH:18][CH:17]=[CH:16][CH:15]=4)[C:11]([CH2:20][CH2:21][C:22]([O:24][CH2:25][CH3:26])=[O:23])=[CH:10]3)=[CH:6][CH:5]=2)[N:32]=1 |f:0.1|. Reported procedure: Sodium hydride (60%, oily, 60.0 mg) was added to a solution of ethyl 3-[1-(4-hydroxybenzyl)-4-phenyl-3-pyrrolyl]propionate (524 mg) in N,N-dimethylformamide (10 ml) at 0° C., and the mixture was stirred at room temperature for 15 minutes. 4-Chloromethyl-2-(2-furyl)thiazole (299 mg) was added to the mixture, which was stirred at room temperature for 30 minutes. The reaction mixture was poured into water, which was extracted with ethyl acetate. The ethyl acetate layer was washed with saturated aqu... Reactants: O=C1CCC(=O)N1Br, Cc1ccc(CNc2nc(N)nc(-c3ccco3)c2C#N)nc1, CN(C)C=O. The product is Cc1ccc(CNc2nc(N)nc(-c3ccc(Br)o3)c2C#N)nc1. Reaction SMILES: [Br:24][N:25]1[C:26](=[O:27])[CH2:28][CH2:29][C:30]1=[O:31].[NH2:1][c:2]1[n:3][c:4]([NH:15][CH2:16][c:17]2[n:18][cH:19][c:20]([CH3:23])[cH:21][cH:22]2)[c:5]([C:13]#[N:14])[c:6](-[c:8]2[o:9][cH:10][cH:11][cH:12]2)[n:7]1.[O:32]=[CH:33][N:34]([CH3:35])[CH3:36]>>[NH2:1][c:2]1[n:3][c:4]([NH:15][CH2:16][c:17]2[n:18][cH:19][c:20]([CH3:23])[cH:21][cH:22]2)[c:5]([C:13]#[N:14])[c:6](-[c:8]2[o:9][c:10]([Br:24])[cH:11][cH:12]2)[n:7]1.